The task is: describe an organic reaction: reactants, conditions, products, and yield. This data is from the Open Reaction Database (ORD), a public repository of structured organic reaction records. Reactants: CO, CCOC(=O)c1cn(C2CC2)c2c(F)c(C#Cc3cc(Cc4cnc(N)nc4N)cc(OC)c3OC)c(F)cc2c1=O, [H][H]. Yields the product CCOC(=O)c1cn(C2CC2)c2c(F)c(C=Cc3cc(Cc4cnc(N)nc4N)cc(OC)c3OC)c(F)cc2c1=O. RXN SMILES: [CH3:45][OH:46].[CH:1]1([n:4]2[cH:5][c:6]([C:38](=[O:39])[O:40][CH2:41][CH3:42])[c:7](=[O:37])[c:8]3[cH:9][c:10]([F:36])[c:11]([C:15]#[C:16][c:17]4[c:18]([O:34][CH3:35])[c:19]([O:32][CH3:33])[cH:20][c:21]([CH2:23][c:24]5[c:25]([NH2:31])[n:26][c:27]([NH2:30])[n:28][cH:29]5)[cH:22]4)[c:12]([F:14])[c:13]23)[CH2:2][CH2:3]1.[H:43][H:44]>>[CH:1]1([n:4]2[cH:5][c:6]([C:38](=[O:39])[O:40][CH2:41][CH3:42])[c:7](=[O:37])[c:8]3[cH:9][c:10]([F:36])[c:11]([CH:15]=[CH:16][c:17]4[c:18]([O:34][CH3:35])[c:19]([O:32][CH3:33])[cH:20][c:21]([CH2:23][c:24]5[c:25]([NH2:31])[n:26][c:27]([NH2:30])[n:28][cH:29]5)[cH:22]4)[c:12]([F:14])[c:13]23)[CH2:2][CH2:3]1.